This data is from the Open Reaction Database (ORD), a public repository of structured organic reaction records. The task is: describe an organic reaction: reactants, conditions, products, and yield Reactants: NCC(=O)N(C1=CC(=CC=C1)OC)CC(=O)N(C1=CC=CC=C1)C (2-[2-amino-N-(3-methoxyphenyl)acetamido]-N-methyl-N-phenylacetamide), CC=1C=C(C=CC1)N=C=O (3-methylphenyl isocyanate). The product is COC=1C=C(C=CC1)N(C(CNC(=O)NC1=CC(=CC=C1)C)=O)CC(=O)N(C1=CC=CC=C1)C (2-{N-(3-methoxyphenyl)-2-[3-(3-methylphenyl)ureido]acetamido}-N-methyl-N-phenylacetamide). The yield is 53.3%. Reaction SMILES: [NH2:1][CH2:2][C:3]([N:5]([CH2:14][C:15]([N:17]([CH3:24])[C:18]1[CH:23]=[CH:22][CH:21]=[CH:20][CH:19]=1)=[O:16])[C:6]1[CH:11]=[CH:10][CH:9]=[C:8]([O:12][CH3:13])[CH:7]=1)=[O:4].[CH3:25][C:26]1[CH:27]=[C:28]([N:32]=[C:33]=[O:34])[CH:29]=[CH:30][CH:31]=1>>[CH3:13][O:12][C:8]1[CH:7]=[C:6]([N:5]([CH2:14][C:15]([N:17]([CH3:24])[C:18]2[CH:23]=[CH:22][CH:21]=[CH:20][CH:19]=2)=[O:16])[C:3](=[O:4])[CH2:2][NH:1][C:33]([NH:32][C:28]2[CH:29]=[CH:30][CH:31]=[C:26]([CH3:25])[CH:27]=2)=[O:34])[CH:11]=[CH:10][CH:9]=1. Reported procedure: Using a procedure similar to that described in Example 1, but starting with 2-[2-amino-N-(3-methoxyphenyl)acetamido]-N-methyl-N-phenylacetamide (1.6 g) and 3-methylphenyl isocyanate (0.67 g), and after recrystallisation in acetonitrile, 2-{N-(3-methoxyphenyl)-2-[3-(3-methylphenyl)ureido]acetamido}-N-methyl-N-phenylacetamide (1.2 g), m.p. 179° C., is obtained.